Dataset: the Open Reaction Database (ORD), a public repository of structured organic reaction records. Task: describe an organic reaction: reactants, conditions, products, and yield The reactants are CCOP(=O)(Cc1ccc(Nc2ncc(C(F)(F)F)c(Cl)n2)c(OC)c1)OCC, O=C(O)C(F)(F)F, CNC(=O)c1ncccc1N, O. Product: CCOP(=O)(Cc1ccc(Nc2ncc(C(F)(F)F)c(Nc3cccnc3C(=O)NC)n2)c(OC)c1)OCC. As a reaction SMILES: [CH2:1]([CH3:2])[O:3][P:4]([O:5][CH2:6][CH3:7])(=[O:8])[CH2:9][c:10]1[cH:11][c:12]([O:28][CH3:29])[c:13]([NH:16][c:17]2[n:18][cH:19][c:20]([C:24]([F:25])([F:26])[F:27])[c:21]([Cl:23])[n:22]2)[cH:14][cH:15]1.[F:41][C:42]([F:43])([F:44])[C:45]([OH:46])=[O:47].[NH2:30][c:31]1[c:32]([C:37](=[O:38])[NH:39][CH3:40])[n:33][cH:34][cH:35][cH:36]1.[OH2:48]>>[CH2:1]([CH3:2])[O:3][P:4]([O:5][CH2:6][CH3:7])(=[O:8])[CH2:9][c:10]1[cH:11][c:12]([O:28][CH3:29])[c:13]([NH:16][c:17]2[n:18][cH:19][c:20]([C:24]([F:25])([F:26])[F:27])[c:21]([NH:30][c:31]3[c:32]([C:37](=[O:38])[NH:39][CH3:40])[n:33][cH:34][cH:35][cH:36]3)[n:22]2)[cH:14][cH:15]1. Starting materials: BrC=1N=C(SC1C1=C(N=C2N1N=C(C=C2C(CC)CC)C)C)N2CCOCC2 (3-(4-Bromo-2-morpholin-4-yl-thiazol-5-yl)-8-(1-ethyl-propyl)-2,6-dimethyl-imidazo[1,2-b]pyridazine), FC(C(=O)[O-])(F)F.[Na+] (sodium trifluoroacetate), CCOC(=O)C (AcOEt). The reagents and catalysts are [Cu]I (CuI). The solvent is CCCCCC (Hexane), CC#N (CH3CN), C(Cl)Cl (CH2Cl2), CN(C)C=O.C1(=CC=CC=C1)C (DMF toluene), CCCCCC (Hexane). Reaction conditions: temperature 210 celsius. The product is C(C)C(CC)C=1C=2N(N=C(C1)C)C(=C(N2)C)C2=C(N=C(S2)N2CCOCC2)C(F)(F)F (N-{5-[8-(1-ethyl-propyl)-2,6-dimethyl-imidazo[1,2-b]pyridazin-3-yl]-4-trifluoromethyl-thiazol-2-yl}-morpholine). The yield is 38.3%. RXN SMILES: Br[C:2]1[N:3]=[C:4]([N:23]2[CH2:28][CH2:27][O:26][CH2:25][CH2:24]2)[S:5][C:6]=1[C:7]1[N:11]2[N:12]=[C:13]([CH3:21])[CH:14]=[C:15]([CH:16]([CH2:19][CH3:20])[CH2:17][CH3:18])[C:10]2=[N:9][C:8]=1[CH3:22].[F:29][C:30]([F:35])([F:34])C([O-])=O.[Na+].CCOC(C)=O>CN(C=O)C.C1(C)C=CC=CC=1.[Cu]I.CCCCCC.C(Cl)Cl.CC#N>[CH2:17]([CH:16]([C:15]1[C:10]2[N:11]([C:7]([C:6]3[S:5][C:4]([N:23]4[CH2:28][CH2:27][O:26][CH2:25][CH2:24]4)=[N:3][C:2]=3[C:30]([F:35])([F:34])[F:29])=[C:8]([CH3:22])[N:9]=2)[N:12]=[C:13]([CH3:21])[CH:14]=1)[CH2:19][CH3:20])[CH3:18] |f:1.2,4.5|. Procedure: 170 mg of 3-(4-Bromo-2-morpholin-4-yl-thiazol-5-yl)-8-(1-ethyl-propyl)-2,6-dimethyl-imidazo[1,2-b]pyridazine (0.37 mmol) and 100 mg of sodium trifluoroacetate (0.74 mmol) are dissolved in 3 ml of DMF/toluene=2/1. N2 gas is bubbled into the mixture for 20 min and 141 mg of CuI (0.74 mmol) is added. The vial is sealed and heated in the microwave at 210° C. for 30 min. The reaction mixture is applied onto a silica-gel chromatography column (Hexane:AcOEt=3:1 and CH3CN:CH2Cl2:Hexane=5:45:50) to give ...